The task is: describe an organic reaction: reactants, conditions, products, and yield. This data is from the Open Reaction Database (ORD), a public repository of structured organic reaction records. Reactants: C1C(CCCCCCCCCCCCC)O1 (1-pentadecene oxide), NCCCCCCN (hexamethylenediamine). Run in C(C)(C)O (isopropyl alcohol). Product: C(CCCCCNCC(CCCCCCCCCCCCC)O)NCC(CCCCCCCCCCCCC)O (N,N'-(1,6-hexylene)-bis[2-hydroxypentadecylamine]). RXN SMILES: [CH2:1]1[O:16][CH:2]1[CH2:3][CH2:4][CH2:5][CH2:6][CH2:7][CH2:8][CH2:9][CH2:10][CH2:11][CH2:12][CH2:13][CH2:14][CH3:15].[NH2:17][CH2:18][CH2:19][CH2:20][CH2:21][CH2:22][CH2:23][NH2:24]>C(O)(C)C>[CH2:23]([NH:24][CH2:1][CH:2]([OH:16])[CH2:3][CH2:4][CH2:5][CH2:6][CH2:7][CH2:8][CH2:9][CH2:10][CH2:11][CH2:12][CH2:13][CH2:14][CH3:15])[CH2:22][CH2:21][CH2:20][CH2:19][CH2:18][NH:17][CH2:1][CH:2]([OH:16])[CH2:3][CH2:4][CH2:5][CH2:6][CH2:7][CH2:8][CH2:9][CH2:10][CH2:11][CH2:12][CH2:13][CH2:14][CH3:15]. Procedure details: In a manner similar to that of Example 1, condensation of 1-pentadecene oxide (81.7 g.) and hexamethylenediamine (21 g.) and recrystallization of the resulting product (74.3 g.) from isopropyl alcohol gave N,N'-(1,6-hexylene)-bis[2-hydroxypentadecylamine] (I: R = CH3 (CH2)12, R' = H, X = (CH2)6, Z = H) (m.p. 117.4°-124.0° C.).